From a dataset of the Open Reaction Database (ORD), a public repository of structured organic reaction records. describe an organic reaction: reactants, conditions, products, and yield Reactants: CCOC(C)=O, COc1ccc(CSC2CC(CO)S(=O)(=O)C2)cc1, COc1ccccc1, CC(=O)O, CCCCCC. Product: O=S1(=O)CC(S)CC1CO. RXN SMILES: [C:38]([O:39][CH2:40][CH3:41])(=[O:42])[CH3:43].[CH3:1][O:2][c:3]1[cH:4][cH:5][c:6]([CH2:7][S:10][CH:11]2[CH2:12][CH:13]([CH2:18][OH:19])[S:14](=[O:16])(=[O:17])[CH2:15]2)[cH:8][cH:9]1.[CH3:20][O:21][c:22]1[cH:23][cH:24][cH:25][cH:26][cH:27]1.[CH3:28][C:29](=[O:30])[OH:31].[CH3:32][CH2:33][CH2:34][CH2:35][CH2:36][CH3:37]>>[SH:10][CH:11]1[CH2:12][CH:13]([CH2:18][OH:19])[S:14](=[O:16])(=[O:17])[CH2:15]1. The reactants are c1ccc2c(c1)CCN2C1CCNCC1, NS(=O)(=O)c1ccc(CCBr)cc1. Yields the product NS(=O)(=O)c1ccc(CCN2CCC(N3CCc4ccccc43)CC2)cc1. As a reaction SMILES: [NH:1]1[CH2:2][CH2:3][CH:4]([N:7]2[CH2:8][CH2:9][c:10]3[cH:11][cH:12][cH:13][cH:14][c:15]32)[CH2:5][CH2:6]1.[S:16]([NH2:17])(=[O:18])(=[O:19])[c:20]1[cH:21][cH:22][c:23]([CH2:24][CH2:25][Br:26])[cH:27][cH:28]1>>[N:1]1([CH2:25][CH2:24][c:23]2[cH:22][cH:21][c:20]([S:16]([NH2:17])(=[O:18])=[O:19])[cH:28][cH:27]2)[CH2:2][CH2:3][CH:4]([N:7]2[CH2:8][CH2:9][c:10]3[cH:11][cH:12][cH:13][cH:14][c:15]32)[CH2:5][CH2:6]1. Reactants: [H-].[Na+] (sodium hydride), ice water, C(C1=CC=CC=C1)S (benzyl mercaptan), BrC1=NC(=CC=C1C(=O)OC)C(F)(F)F (methyl 2-bromo-6-(trifluoromethyl)-3-pyridinecarboxylate), 2b. Solvent: CN(C=O)C (dimethylformamide). Conditions: time 45 minute. Yields the product C1(=CC=CC=C1)CSC1=NC(=CC=C1C(=O)OC)C(F)(F)F (methyl 2-[(phenylmethyl)thio]-6-(trifluoromethyl)-3-pyridinecarboxylate). As a reaction SMILES: [H-].[Na+].[CH2:3]([SH:10])[C:4]1[CH:9]=[CH:8][CH:7]=[CH:6][CH:5]=1.Br[C:12]1[C:17]([C:18]([O:20][CH3:21])=[O:19])=[CH:16][CH:15]=[C:14]([C:22]([F:25])([F:24])[F:23])[N:13]=1>CN(C)C=O>[C:4]1([CH2:3][S:10][C:12]2[C:17]([C:18]([O:20][CH3:21])=[O:19])=[CH:16][CH:15]=[C:14]([C:22]([F:23])([F:25])[F:24])[N:13]=2)[CH:9]=[CH:8][CH:7]=[CH:6][CH:5]=1 |f:0.1|. Procedure details: To a stirred suspension of 0.28 g (0.008 mol) of 60% sodium hydride (in mineral oil, then washed with hexanes) in 7 mL dry dimethylformamide under nitrogen at 0° C. was added 0.8 mL (0.0067 mol) of benzyl mercaptan while maintaining the temperature below 10° C. The suspension was warmed to room temperature and stirred another 45 minutes before cooling back to 0° C. A solution of 2.0 g (0.0067 mol) of the product from Example 2a or 2b in 5 mL dry dimethylformamide was added dropwise and stirred 3... The reactants are CCc1nc2c(C)cc(C)nc2n1-c1ccc(CCNC(=O)Oc2ccccc2)cc1, [H-], [Na+], CN(C)C=O, O, NS(=O)(=O)c1ccc(-c2ccccc2)cc1. Product: CCc1nc2c(C)cc(C)nc2n1-c1ccc(CCNC(=O)NS(=O)(=O)c2ccc(-c3ccccc3)cc2)cc1. Reaction SMILES: [CH2:19]([CH3:20])[c:21]1[n:22][c:23]2[c:24]([n:25][c:26]([CH3:30])[cH:27][c:28]2[CH3:29])[n:31]1-[c:32]1[cH:33][cH:34][c:35]([CH2:38][CH2:39][NH:40][C:41]([O:42][c:44]2[cH:45][cH:46][cH:47][cH:48][cH:49]2)=[O:43])[cH:36][cH:37]1.[H-:18].[Na+:17].[O:51]=[CH:52][N:53]([CH3:54])[CH3:55].[OH2:50].[c:1]1(-[c:11]2[cH:12][cH:13][cH:14][cH:15][cH:16]2)[cH:2][cH:3][c:4]([S:7](=[O:8])(=[O:9])[NH2:10])[cH:5][cH:6]1>>[c:1]1(-[c:11]2[cH:12][cH:13][cH:14][cH:15][cH:16]2)[cH:2][cH:3][c:4]([S:7](=[O:8])(=[O:9])[NH:10][C:41]([NH:40][CH2:39][CH2:38][c:35]2[cH:34][cH:33][c:32](-[n:31]3[c:21]([CH2:19][CH3:20])[n:22][c:23]4[c:24]3[n:25][c:26]([CH3:30])[cH:27][c:28]4[CH3:29])[cH:37][cH:36]2)=[O:42])[cH:5][cH:6]1. Reactants: COC1=CC=C(CN(C2=NC=CC=C2)CCN(CCN)C)C=C1 (N-[2-[N-(4-methoxybenzyl)-N-(2-pyridyl)amino]ethyl]-N-methyl-1,2-ethanediamine), C(#N)NC(OC1=CC=CC=C1)=NCCSCC=1N=C(SC1)NC(=N)N (N-cyano-N'-[2-[[(2-guanidino-4-thiazolyl)methyl]thio]ethyl]-O-phenyl-isourea). Yields the product C(#N)NC(=NCCN(C)CCN(C1=NC=CC=C1)CC1=CC=C(C=C1)OC)NCCSCC=1N=C(SC1)NC(=N)N (N-cyano-N'-[2-[[(2-guanidino-4-thiazolyl)methyl]thio]ethyl]-N"-[2-[N-[2-[N-(4-methoxybenzyl)-N-(2-pyridyl)amino]ethyl]-N-methylamino]ethyl]guanidine). RXN SMILES: [CH3:1][O:2][C:3]1[CH:23]=[CH:22][C:6]([CH2:7][N:8]([CH2:15][CH2:16][N:17]([CH3:21])[CH2:18][CH2:19][NH2:20])[C:9]2[CH:14]=[CH:13][CH:12]=[CH:11][N:10]=2)=[CH:5][CH:4]=1.[C:24]([NH:26][C:27](=[N:35][CH2:36][CH2:37][S:38][CH2:39][C:40]1[N:41]=[C:42]([NH:45][C:46]([NH2:48])=[NH:47])[S:43][CH:44]=1)OC1C=CC=CC=1)#[N:25]>>[C:24]([NH:26][C:27]([NH:35][CH2:36][CH2:37][S:38][CH2:39][C:40]1[N:41]=[C:42]([NH:45][C:46]([NH2:48])=[NH:47])[S:43][CH:44]=1)=[N:20][CH2:19][CH2:18][N:17]([CH2:16][CH2:15][N:8]([CH2:7][C:6]1[CH:5]=[CH:4][C:3]([O:2][CH3:1])=[CH:23][CH:22]=1)[C:9]1[CH:14]=[CH:13][CH:12]=[CH:11][N:10]=1)[CH3:21])#[N:25]. Reported procedure: Preparation is effected analogously to Example 1, using 0.53 g (1.7 mmol) of N-[2-[N-(4-methoxybenzyl)-N-(2-pyridyl)amino]ethyl]-N-methyl-1,2-ethanediamine and the equimolar amount of N-cyano-N'-[2-[[(2-guanidino-4-thiazolyl)methyl]thio]ethyl]-O-phenyl-isourea as starting materials. Working up by chromatography analogously to Example 1 yields the purified title compound in the form of a viscous oil which crystallises from absolute ether at -20° C. and is recrystallised from ethanol/ether; MS (+F... Starting materials: Cc1ccccc1, CCOC(=O)C(Cc1ccc(O)c(Cl)c1)Oc1ccccc1, CC(C)(C)OC(=O)NCCO, c1ccc(P(c2ccccc2)c2ccccc2)cc1. Yields the product CCOC(=O)C(Cc1ccc(OCCNC(=O)OC(C)(C)C)c(Cl)c1)Oc1ccccc1. RXN SMILES: [CH3:53][c:54]1[cH:55][cH:56][cH:57][cH:58][cH:59]1.[Cl:1][c:2]1[cH:3][c:4]([CH2:9][CH:10]([C:11](=[O:12])[O:13][CH2:14][CH3:15])[O:16][c:17]2[cH:18][cH:19][cH:20][cH:21][cH:22]2)[cH:5][cH:6][c:7]1[OH:8].[OH:23][CH2:24][CH2:25][NH:26][C:27]([O:28][C:29]([CH3:30])([CH3:31])[CH3:32])=[O:33].[c:34]1([P:35]([c:36]2[cH:37][cH:38][cH:39][cH:40][cH:41]2)[c:42]2[cH:43][cH:44][cH:45][cH:46][cH:47]2)[cH:48][cH:49][cH:50][cH:51][cH:52]1>>[Cl:1][c:2]1[cH:3][c:4]([CH2:9][CH:10]([C:11](=[O:12])[O:13][CH2:14][CH3:15])[O:16][c:17]2[cH:18][cH:19][cH:20][cH:21][cH:22]2)[cH:5][cH:6][c:7]1[O:8][CH2:24][CH2:25][NH:26][C:27]([O:28][C:29]([CH3:30])([CH3:31])[CH3:32])=[O:33]. Starting materials: O=C(NCCOc1ccc(-c2cocn2)cc1)OCc1ccccc1, CO, C1=CCC=CC1. Yields the product NCCOc1ccc(-c2cocn2)cc1. Reaction SMILES: [CH2:1]([O:2][C:3](=[O:4])[NH:10][CH2:11][CH2:12][O:13][c:14]1[cH:15][cH:16][c:17](-[c:20]2[n:21][cH:22][o:23][cH:24]2)[cH:18][cH:19]1)[c:5]1[cH:6][cH:7][cH:8][cH:9][cH:25]1.[CH3:32][OH:33].[CH:26]1=[CH:31][CH2:30][CH:29]=[CH:28][CH2:27]1>>[NH2:10][CH2:11][CH2:12][O:13][c:14]1[cH:15][cH:16][c:17](-[c:20]2[n:21][cH:22][o:23][cH:24]2)[cH:18][cH:19]1. The reactants are CC(C)(C)c1cc(C=Cc2ccccc2[N+](=O)[O-])cc(C(C)(C)C)c1O, CO, Cl, [Fe], O. Product: CC(C)(C)c1cc(C=Cc2ccccc2N)cc(C(C)(C)C)c1O. As a reaction SMILES: [C:1]([CH3:2])([CH3:3])([CH3:4])[c:5]1[c:6]([OH:26])[c:7]([C:22]([CH3:23])([CH3:24])[CH3:25])[cH:8][c:9]([CH:11]=[CH:12][c:13]2[c:14]([N+:19]([O-:20])=[O:21])[cH:15][cH:16][cH:17][cH:18]2)[cH:10]1.[CH3:29][OH:30].[ClH:28].[Fe:31].[OH2:27]>>[C:1]([CH3:2])([CH3:3])([CH3:4])[c:5]1[c:6]([OH:26])[c:7]([C:22]([CH3:23])([CH3:24])[CH3:25])[cH:8][c:9]([CH:11]=[CH:12][c:13]2[c:14]([NH2:19])[cH:15][cH:16][cH:17][cH:18]2)[cH:10]1. The reactants are CN1C2=C(C(C3=C(C1)C=CC=C3)=O)C=C(C=C2)CC(=O)OC (Methyl 5,6-dihydro-5-methyl-11-oxodibenz[b,e]azepine-2-acetate), C([O-])([O-])=O.[Na+].[Na+] (sodium carbonate), C(C)O (ethanol), BrN1C(CCC1=O)=O (N-bromosuccinimide). The solvent is C(Cl)(Cl)Cl (chloroform). The product is BrC1=CC(=CC2=C1N(CC1=C(C2=O)C=CC=C1)C)CC(=O)O (5,6-dihydro-4-bromo-5-methyl-11-oxodibenz[b,e]azepine-2-acetic acid). The yield is 10.9%. Reaction SMILES: [CH3:1][N:2]1[CH2:8][C:7]2[CH:9]=[CH:10][CH:11]=[CH:12][C:6]=2[C:5](=[O:13])[C:4]2[CH:14]=[C:15]([CH2:18][C:19]([O:21]C)=[O:20])[CH:16]=[CH:17][C:3]1=2.[Br:23]N1C(=O)CCC1=O.C(=O)([O-])[O-].[Na+].[Na+].C(O)C>C(Cl)(Cl)Cl>[Br:23][C:17]1[C:3]2[N:2]([CH3:1])[CH2:8][C:7]3[CH:9]=[CH:10][CH:11]=[CH:12][C:6]=3[C:5](=[O:13])[C:4]=2[CH:14]=[C:15]([CH2:18][C:19]([OH:21])=[O:20])[CH:16]=1 |f:2.3.4|. Procedure details: Methyl 5,6-dihydro-5-methyl-11-oxodibenz[b,e]azepine-2-acetate (0.750 g) was dissolved in chloroform (10 ml), and N-bromosuccinimide (0.550 g) was added to the solution. The mixture was refluxed overnight, and cooled. The mixture was then washed with water and dried over anhydrous magnesium sulfate. The solvent was distilled off under reduced pressure to give an oily material. A 10% sodium carbonate aqueous solution (15 ml) and ethanol (10 ml) were added to the oily material, and the mixture was...